This data is from the Open Reaction Database (ORD), a public repository of structured organic reaction records. The task is: describe an organic reaction: reactants, conditions, products, and yield Yields the product C1(=CC=CC=C1)CC(=O)NC1[C@@H]2N(C(=C(CS2)C=C)C(=O)OC(C2=CC=CC=C2)C2=CC=CC=C2)C1=O (Diphenylmethyl 7-phenylacetamido-3-ethenyl-3-cephem-4-carboxylate). Run in CN1C(CCC1)=O (1-methyl-2-pyrrolidinone). Reaction conditions: time 1 hour. The reactants are C1(=CC=CC=C1)CC(=O)NC1[C@@H]2N(C(=C(CS2)OS(=O)(=O)C(F)(F)F)C(=O)OC(C2=CC=CC=C2)C2=CC=CC=C2)C1=O (diphenylmethyl 7-phenylacetamido-3-trifluoromethylsulfonyloxy-3-cephem4-carboxylate), C(=C)[Sn](CCCC)(CCCC)CCCC (ethenyl tri-n-butylstannane), O1C(=CC=C1)P(C=1OC=CC1)C=1OC=CC1 (tri-(2-furyl)phosphine). Reported procedure: A mixture of 0.4645 g (0.00073 mole) of diphenylmethyl 7-phenylacetamido-3-trifluoromethylsulfonyloxy-3-cephem4-carboxylate, 0.279 g (0.00088 mole) of ethenyl tri-n-butylstannane, 0.200 g (0.00146 mole) of zinc chloride and 0.0068 g (0.000029 mole) of tri-(2-furyl)phosphine in 6 mL of dry 1-methyl-2-pyrrolidinone, under an Argon atmosphere, was degassed for 30 seconds. Then 0.0084 g (0 000014 mole) of palladium(0) bis(dibenzylidene acetone) was added all at once. The reaction mixture was stirred... Reaction SMILES: [C:1]1([CH2:7][C:8]([NH:10][CH:11]2[C:42](=[O:43])[N:13]3[C:14]([C:26]([O:28][CH:29]([C:36]4[CH:41]=[CH:40][CH:39]=[CH:38][CH:37]=4)[C:30]4[CH:35]=[CH:34][CH:33]=[CH:32][CH:31]=4)=[O:27])=[C:15](OS(C(F)(F)F)(=O)=O)[CH2:16][S:17][C@H:12]23)=[O:9])[CH:6]=[CH:5][CH:4]=[CH:3][CH:2]=1.[CH:44]([Sn](CCCC)(CCCC)CCCC)=[CH2:45].O1C=CC=C1P(C1OC=CC=1)C1OC=CC=1>CN1CCCC1=O.[Cl-].[Zn+2].[Cl-]>[C:1]1([CH2:7][C:8]([NH:10][CH:11]2[C:42](=[O:43])[N:13]3[C:14]([C:26]([O:28][CH:29]([C:36]4[CH:41]=[CH:40][CH:39]=[CH:38][CH:37]=4)[C:30]4[CH:31]=[CH:32][CH:33]=[CH:34][CH:35]=4)=[O:27])=[C:15]([CH:44]=[CH2:45])[CH2:16][S:17][C@H:12]23)=[O:9])[CH:6]=[CH:5][CH:4]=[CH:3][CH:2]=1 |f:4.5.6|. The reagents and catalysts are [Cl-].[Zn+2].[Cl-] (zinc chloride). Starting materials: resultant mixture, [CH2-]C(=O)C (acetonide), CN1CCOCC1 (N-methylmorpholine), ON1N=NC2=C1C=CC=C2 (1-hydroxybenzotriazole), hexapeptide amine, C1CCC(CC1)N=C=NC2CCCCC2 (DCC). The solvent is CC(=O)C (acetone), C1CCOC1 (THF). Conditions: time 20 hour. Yields the product C(=O)(NC1CCCCC1)NC1CCCCC1 (DCU). RXN SMILES: [CH2-]C(C)=[O:3].CN1CCOCC1.ON1C2C=CC=CC=2N=N1.[CH2:22]1[CH2:27][CH2:26][CH:25]([N:28]=[C:29]=[N:30][CH:31]2[CH2:36][CH2:35][CH2:34][CH2:33][CH2:32]2)[CH2:24][CH2:23]1>CC(C)=O.C1COCC1>[C:29]([NH:28][CH:25]1[CH2:24][CH2:23][CH2:22][CH2:27][CH2:26]1)([NH:30][CH:31]1[CH2:36][CH2:35][CH2:34][CH2:33][CH2:32]1)=[O:3]. Procedure: To a solution of freshly prepared acetonide-protected amino acid (0.2 mmol, 1 equiv) in acetone (1.5 mL) was added 3 mL of THF, N-methylmorpholine (0.22 mmol, 1.1 equiv), 1-hydroxybenzotriazole (0.44 mmol, 2.2 equiv), and hexapeptide amine (0.22 mmol, 1.1 equiv). The resultant mixture was cooled to 0° C. and DCC (0.22 mmol, 1.1 equiv) was added. The mixture was allowed to warm up to room temperature and stirred under N2 for 20 h, after which time the precipitated dicyclohexylurea (DCU) was remov... Reported procedure: Prepared analogously to Example 82 from 1-acetyl-3-(1-ethoxy-1-phenyl-methylidene)-5-nitro-2-indolinone and 4-(1-tert.butoxycarbonylamino-ethyl)-aniline in DMF and subsequent treatment with sodium hydroxide solution in methanol. Run in CN(C)C=O (DMF), CO (methanol). Product: C(C)(C)(C)OC(=O)NCCC1=CC=C(C=C1)N\C(\C1=CC=CC=C1)=C\1/C(NC2=CC=C(C=C12)[N+](=O)[O-])=O ((Z)-3-{1-[4-(2-tert.butoxycarbonylamino-ethyl)-phenylamino]-1-phenyl-methylidene}-5-nitro-2-indolinone). Reactants: C(C)(=O)N1C(C(C2=CC(=CC=C12)[N+](=O)[O-])=C(C1=CC=CC=C1)OCC)=O (1-acetyl-3-(1-ethoxy-1-phenyl-methylidene)-5-nitro-2-indolinone), C(C)(C)(C)OC(=O)NC(C)C1=CC=C(N)C=C1 (4-(1-tert.butoxycarbonylamino-ethyl)-aniline), [OH-].[Na+] (sodium hydroxide). Reaction SMILES: C([N:4]1[C:12]2[C:7](=[CH:8][C:9]([N+:13]([O-:15])=[O:14])=[CH:10][CH:11]=2)[C:6](=[C:16](OCC)[C:17]2[CH:22]=[CH:21][CH:20]=[CH:19][CH:18]=2)[C:5]1=[O:26])(=O)C.C(OC(N[CH:35]([C:37]1[CH:43]=[CH:42][C:40]([NH2:41])=[CH:39][CH:38]=1)[CH3:36])=O)(C)(C)C.[OH-:44].[Na+]>CN(C=O)C.CO>[C:7]([O:44][C:5]([NH:4][CH2:36][CH2:35][C:37]1[CH:38]=[CH:39][C:40]([NH:41]/[C:16](=[C:6]2\[C:5](=[O:26])[NH:4][C:12]3[C:7]\2=[CH:8][C:9]([N+:13]([O-:15])=[O:14])=[CH:10][CH:11]=3)/[C:17]2[CH:22]=[CH:21][CH:20]=[CH:19][CH:18]=2)=[CH:42][CH:43]=1)=[O:26])([CH3:12])([CH3:8])[CH3:6] |f:2.3|. Reactants: CC1CN(c2c(F)cc3c(=O)c(C(=O)O)cn(C4CC4)c3c2F)CC1NC(=O)OC(C)(C)C, CO, Cl. Yields the product Cl, CC1CN(c2c(F)cc3c(=O)c(C(=O)O)cn(C4CC4)c3c2F)CC1N. Reaction SMILES: [C:1]([O:2][C:3](=[O:4])[NH:8][CH:9]1[CH2:10][N:11]([c:15]2[c:16]([F:33])[cH:17][c:18]3[c:19](=[O:32])[c:20]([C:29](=[O:30])[OH:31])[cH:21][n:22]([CH:26]4[CH2:27][CH2:28]4)[c:23]3[c:24]2[F:25])[CH2:12][CH:13]1[CH3:14])([CH3:5])([CH3:6])[CH3:7].[CH3:35][OH:36].[ClH:34]>>[ClH:34].[NH2:8][CH:9]1[CH2:10][N:11]([c:15]2[c:16]([F:33])[cH:17][c:18]3[c:19](=[O:32])[c:20]([C:29](=[O:30])[OH:31])[cH:21][n:22]([CH:26]4[CH2:27][CH2:28]4)[c:23]3[c:24]2[F:25])[CH2:12][CH:13]1[CH3:14]. Reactants: [C-]#N, COC(=O)c1sc(C(C)(C)C)cc1NC(=O)OCc1ccccc1, CN, CO, [Na+], O. Product: CNC(=O)c1sc(C(C)(C)C)cc1NC(=O)OCc1ccccc1. As a reaction SMILES: [C-:27]#[N:28].[C:3](=[O:4])([O:5][CH2:6][c:7]1[cH:8][cH:9][cH:10][cH:11][cH:12]1)[NH:13][c:14]1[c:15]([C:23]([O:25][CH3:24])=[O:26])[s:16][c:17]([C:19]([CH3:20])([CH3:21])[CH3:22])[cH:18]1.[CH3:1][NH2:2].[CH3:31][OH:32].[Na+:29].[OH2:30]>>[CH3:1][NH:2][C:23]([c:15]1[c:14]([NH:13][C:3](=[O:4])[O:5][CH2:6][c:7]2[cH:8][cH:9][cH:10][cH:11][cH:12]2)[cH:18][c:17]([C:19]([CH3:20])([CH3:21])[CH3:22])[s:16]1)=[O:25]. Reactants: CC#N, CSC(=C[N+](=O)[O-])SC, NCCCCc1c[nH]cn1. Product: CSC(=C[N+](=O)[O-])NCCCCc1c[nH]cn1. RXN SMILES: [CH3:20][C:21]#[N:22].[N+:11](=[O:12])([O-:13])[CH:14]=[C:15]([S:16][CH3:17])[S:18][CH3:19].[NH2:1][CH2:2][CH2:3][CH2:4][CH2:5][c:6]1[n:7][cH:8][nH:9][cH:10]1>>[NH:1]([CH2:2][CH2:3][CH2:4][CH2:5][c:6]1[n:7][cH:8][nH:9][cH:10]1)[C:15](=[CH:14][N+:11](=[O:12])[O-:13])[S:16][CH3:17]. Reactants: O (Water), ClCN1N=C(C=C1)C#N (1-(chloromethyl)-3-cyano-1H-pyrazole), FC(CCC(C#N)C#N)(F)F ((3,3,3-trifluoropropyl) malononitrile), C([O-])([O-])=O.[K+].[K+] (potassium carbonate). The solvent is CN(C=O)C (N,N-dimethylformamide). Product: C(#N)C1=NN(C=C1)CC(C#N)(C#N)CCC(F)(F)F ([(3-cyano-1H-pyrazole-1-yl)methyl](3,3,3-trifluoropropyl) malononitrile). Isolated yield 58.8%. RXN SMILES: Cl[CH2:2][N:3]1[CH:7]=[CH:6][C:5]([C:8]#[N:9])=[N:4]1.[F:10][C:11]([F:20])([F:19])[CH2:12][CH2:13][CH:14]([C:17]#[N:18])[C:15]#[N:16].C(=O)([O-])[O-].[K+].[K+].O>CN(C)C=O>[C:8]([C:5]1[CH:6]=[CH:7][N:3]([CH2:2][C:14]([CH2:13][CH2:12][C:11]([F:10])([F:19])[F:20])([C:15]#[N:16])[C:17]#[N:18])[N:4]=1)#[N:9] |f:2.3.4|. Reported procedure: 1.00 g of 1-(chloromethyl)-3-cyano-1H-pyrazole and 1.15 g of (3,3,3-trifluoropropyl) malononitrile were dissolved in 21 ml of N,N-dimethylformamide. 1.96 g of potassium carbonate was added to the solution under ice cooling with stirring, followed by stirring at room temperature for 5 hours. Water was added to the reaction mixture, and then extracted with MTBE. The organic layer was washed with water, dried over anhydrous magnesium sulfate, filtered, and concentrated under reduced pressure. The r... Reactants: C(C)(=O)OCC=1CS[C@H]2N(C1C(=O)O)C([C@H]2NC=O)=O (3-Acetoxymethyl-7β-formamidoceph-3-em-4-carboxylic acid), C(C)(=O)OC(C)=O (Acetic anhydride). Solvent: N1=CC=CC=C1 (pyridine). Conditions: time 1 hour. Yields the product C(C)(=O)OCC1=CS[C@H]2N([C@H]1C(=O)O)C([C@H]2NC=O)=O (3-Acetoxymethyl-7β-formamidoceph-2-em-4α-carboxylic acid). As a reaction SMILES: [C:1]([O:4][CH2:5][C:6]1[CH2:7][S:8][C@@H:9]2[C@H:16]([NH:17][CH:18]=[O:19])[C:15](=[O:20])[N:10]2[C:11]=1[C:12]([OH:14])=[O:13])(=[O:3])[CH3:2].C(OC(=O)C)(=O)C>N1C=CC=CC=1>[C:1]([O:4][CH2:5][C:6]1[C@H:11]([C:12]([OH:14])=[O:13])[N:10]2[C:15](=[O:20])[C@@H:16]([NH:17][CH:18]=[O:19])[C@H:9]2[S:8][CH:7]=1)(=[O:3])[CH3:2]. Procedure: 3-Acetoxymethyl-7β-formamidoceph-3-em-4-carboxylic acid (3.0 g., 1 mmol.) was suspended in dry pyridine (12 ml) at room temperature. Acetic anhydride (1.2 ml.) was added to the stirred suspension and the reaction allowed to proceed for 1 hr. On cooling with ice, the pyridinium salt crystallised and this was filtered off. Treatment of the solid with dilute hydrochloric acid and extraction with ethyl acetate gave the free acid which was obtained as a gum after washing the organic phase with water,... Reported procedure: A mixture of iodine (856 mg, 3.37 mmol), hypophosphorous acid (3.152 mL, 20.22 mmol) and acetic acid (40 mL) was heated to 60° C. until the reaction mixture became clear. 1-(4-fluorophenyl)-1-(thiazol-2-yl)ethanol (1.05 g, 5.07 mmol) was added to the solution and the reaction mixture was heated to 80° C. overnight. After cooling to rt, the reaction mixture was neutralized with concentrated sodium hydroxide and the crude product was extracted with chloroform, washed with brine, dried over anhydro... As a reaction SMILES: II.[PH2](O)=O.[F:6][C:7]1[CH:12]=[CH:11][C:10]([C:13]([C:16]2[S:17][CH:18]=[CH:19][N:20]=2)(O)[CH3:14])=[CH:9][CH:8]=1.[OH-].[Na+]>C(O)(=O)C>[F:6][C:7]1[CH:12]=[CH:11][C:10]([CH:13]([C:16]2[S:17][CH:18]=[CH:19][N:20]=2)[CH3:14])=[CH:9][CH:8]=1 |f:3.4|. The solvent is C(C)(=O)O (acetic acid). Yield: 50.0%. The product is FC1=CC=C(C=C1)C(C)C=1SC=CN1 (2-(1-(4-Fluorophenyl)ethyl)thiazole), residue. Reactants: FC1=CC=C(C=C1)C(C)(O)C=1SC=CN1 (1-(4-fluorophenyl)-1-(thiazol-2-yl)ethanol), [OH-].[Na+] (sodium hydroxide), II (iodine), [PH2](=O)O (hypophosphorous acid). Conditions: temperature 60 celsius. Reactants: CC(C)C1=C(C(=CC=C1)C(C)C)NC(N(C=1N=NN(N1)CCCCCCCCOC1OCCCC1)C1=CC=CC=C1)=O (2,6-bis(1-methylethyl)phenyl-N-phenyl-N-[2-[8-[(tetrahydro-2H-pyran-2-yl)oxy]octyl]-2H-tetrazol-5-yl]-urea), O (water), O.CC1=CC=C(C=C1)S(=O)(=O)O (4-methylbenzenesulfonic acid monohydrate). The solvent is CO (methanol). Run at time 46 hour. Yields the product CC(C)C1=C(C(=CC=C1)C(C)C)NC(N(C1=CC=CC=C1)C=1N=NN(N1)CCCCCCCCO)=O (N'-[2,6-Bis(1-methylethyl)phenyl]-N-[2-(8-hydroxyoctyl)-2H-tetrazol-5-yl]-N-phenyl-urea). Reaction SMILES: [CH3:1][CH:2]([C:4]1[CH:9]=[CH:8][CH:7]=[C:6]([CH:10]([CH3:12])[CH3:11])[C:5]=1[NH:13][C:14](=[O:42])[N:15]([C:36]1[CH:41]=[CH:40][CH:39]=[CH:38][CH:37]=1)[C:16]1[N:17]=[N:18][N:19]([CH2:21][CH2:22][CH2:23][CH2:24][CH2:25][CH2:26][CH2:27][CH2:28][O:29]C2CCCCO2)[N:20]=1)[CH3:3].O.O.CC1C=CC(S(O)(=O)=O)=CC=1>CO>[CH3:3][CH:2]([C:4]1[CH:9]=[CH:8][CH:7]=[C:6]([CH:10]([CH3:11])[CH3:12])[C:5]=1[NH:13][C:14](=[O:42])[N:15]([C:16]1[N:17]=[N:18][N:19]([CH2:21][CH2:22][CH2:23][CH2:24][CH2:25][CH2:26][CH2:27][CH2:28][OH:29])[N:20]=1)[C:36]1[CH:37]=[CH:38][CH:39]=[CH:40][CH:41]=1)[CH3:1] |f:2.3|. Reported procedure: To a stirred, room temperature solution of (±)N'-[2,6-bis(1-methylethyl)phenyl-N-phenyl-N-[2-[8-[(tetrahydro-2H-pyran-2-yl)oxy]octyl]-2H-tetrazol-5-yl]-urea (2.1600 g, 0.0037449 mol) in methanol (20 mL) was added dropwise water (1.0 mL) and 4-methylbenzenesulfonic acid monohydrate (0.0594 g, 0.000312 mol), and the mixture was stirred. After 46 hours the mixture was rotoevaporated, and the residue was chromatographed on silica gel (230 g, 230-400 mesh) using PET ether-diethyl ether (1:2, 15×200 m...